The task is: describe an organic reaction: reactants, conditions, products, and yield. This data is from the Open Reaction Database (ORD), a public repository of structured organic reaction records. Procedure details: 2.50 g of trifluoromethanesulfonic anhydride in 330 ml of dichloromethane were treated at 0° C. under a nitrogen atmosphere with a suspension of 1.87 g of the pyrroledione product of Example 1 and 0.94 g of collidine in 280 ml of dichloromethane. After 2.5 hours, the mixture was allowed to warm to 10° C. Then, 37 ml of 33% aqueous ammonia were added and the mixture was allowed to warm to room temperature overnight. The mixture was washed with water, dried and evaporated. The residue was subjecte... Reaction SMILES: FC(F)(F)S(OS(C(F)(F)F)(=O)=O)(=O)=O.C(O[CH2:20][CH:21]1[CH2:50][CH2:49][N:24]2[C:25]3[C:30]([C:31]([C:32]4[C:33](=O)[O:34][C:35](=[O:47])[C:36]=4[C:37]4[C:45]5[C:40](=[CH:41][CH:42]=[CH:43][CH:44]=5)[N:39]([CH3:46])[CH:38]=4)=[C:23]2[CH2:22]1)=[CH:29][CH:28]=[CH:27][CH:26]=3)(=O)C.[N:51]1C(C)=CC(C)=CC=1C.[NH3:60].[Cl:61]CCl>>[ClH:61].[NH2:60][CH2:20][CH:21]1[CH2:50][CH2:49][N:24]2[C:25]3[C:30]([C:31]([C:32]4[C:33](=[O:34])[NH:51][C:35](=[O:47])[C:36]=4[C:37]4[C:45]5[C:40](=[CH:41][CH:42]=[CH:43][CH:44]=5)[N:39]([CH3:46])[CH:38]=4)=[C:23]2[CH2:22]1)=[CH:29][CH:28]=[CH:27][CH:26]=3 |f:5.6|. Yields the product Cl.NCC1CC=2N(C3=CC=CC=C3C2C=2C(NC(C2C2=CN(C3=CC=CC=C23)C)=O)=O)CC1 (3-[8-(aminomethyl)-6,7,8,9-tetrahydropyrido[1,2-a]indol-10-yl]-4-(1-methyl-3-indolyl)-1H-pyrrole-2,5-dione hydrochloride). Conditions: temperature 10 celsius, time 2.5 hour. The reactants are N (ammonia), FC(S(=O)(=O)OS(=O)(=O)C(F)(F)F)(F)F (trifluoromethanesulfonic anhydride), C(C)(=O)OCC1CC=2N(C3=CC=CC=C3C2C=2C(OC(C2C2=CN(C3=CC=CC=C23)C)=O)=O)CC1 (3-[8-(acetoxymethyl)-6,7,8,9-tetrahydropyrido[1,2-a]indol-10-yl]-4-(1-methyl-3-indolyl)furan-2,5-dione), N1=C(C=C(C=C1C)C)C (collidine), ClCCl (dichloromethane), ClCCl (dichloromethane). The reactants are ClC=1C=C2C(=CNC2=CC1)C=1CCNCC1 (5-chloro-3-(1,2,3,6-tetrahydropyridin-4-yl)-1H-indole), ClCCCOC=1C=2C=CNC2C=CC1 (1-chloro-3-(1H-indole-4-oxy)propane), C([O-])([O-])=O.[K+].[K+] (potassium carbonate). Yields the product ClC=1C=C2C(=CNC2=CC1)C=1CCN(CC1)CCCOC1=C2C=CNC2=CC=C1 (3-[4-(5-chloro-3-indolyl)-1,2,3,6-tetrahydropyridin-1-yl]-1-(4-indolyloxy)propane). Reaction SMILES: [Cl:1][C:2]1[CH:3]=[C:4]2[C:8](=[CH:9][CH:10]=1)[NH:7][CH:6]=[C:5]2[C:11]1[CH2:12][CH2:13][NH:14][CH2:15][CH:16]=1.Cl[CH2:18][CH2:19][CH2:20][O:21][C:22]1[C:23]2[CH:24]=[CH:25][NH:26][C:27]=2[CH:28]=[CH:29][CH:30]=1.C(=O)([O-])[O-].[K+].[K+]>>[Cl:1][C:2]1[CH:3]=[C:4]2[C:8](=[CH:9][CH:10]=1)[NH:7][CH:6]=[C:5]2[C:11]1[CH2:12][CH2:13][N:14]([CH2:18][CH2:19][CH2:20][O:21][C:22]2[CH:30]=[CH:29][CH:28]=[C:27]3[C:23]=2[CH:24]=[CH:25][NH:26]3)[CH2:15][CH:16]=1 |f:2.3.4|. Procedure: The title compound was prepared in a fashion similar to that described in Example 192 from 5-chloro-3-(1,2,3,6-tetrahydropyridin-4-yl)-1H-indole (0.50 g, 2.2 mmol), 1-chloro-3-(1H-indole-4-oxy)propane (0.45 g, 2.2 mmol) and potassium carbonate (0.35 g, 2.5 mmol). The product was isolated as a white foam. Yield 220 mg (25%). mp 198°-202° C. FDMS m/e=406 (M+ of free base). Starting materials: [C@@H]([C@H](C(=O)[O-])O)(C(=O)[O-])O.[Na+].[K+] (Rochelle salt), OC=1C=C(C=CC1)CCC(=O)OCC (ethyl 3-(3-hydroxyphenyl)propanoate), CC(C)C[AlH]CC(C)C (DIBAL). Solvent: C(Cl)Cl (DCM), C(Cl)Cl (DCM). Run at time 7 hour. Product: OCCCC=1C=C(C=CC1)O (3-(3-hydroxypropyl)phenol). Isolated yield 94.1%. RXN SMILES: [OH:1][C:2]1[CH:3]=[C:4]([CH2:8][CH2:9][C:10](OCC)=[O:11])[CH:5]=[CH:6][CH:7]=1.CC(C[AlH]CC(C)C)C.[C@H](O)(C([O-])=O)[C@@H](O)C([O-])=O.[Na+].[K+]>C(Cl)Cl>[OH:11][CH2:10][CH2:9][CH2:8][C:4]1[CH:3]=[C:2]([OH:1])[CH:7]=[CH:6][CH:5]=1 |f:2.3.4|. Reported procedure: To a solution of ethyl 3-(3-hydroxyphenyl)propanoate (54.5 g) in DCM (926 mL) was added dropwise 1.0 M DIBAL in DCM (926 mL) at 0° C. over 1 hour under N2 gas atmosphere. 30% Rochelle salt aqueous solution (1.34 L) was added to the reaction mixture with dropping funnel at the same temperature. The resulting mixture was stirred for 7 hours at ambient temperature and the organic layer was separated. The aqueous layer was stand for 2 days and extracted with chloroform(1.5 L) 4 times. The combined o...